From a dataset of the Open Reaction Database (ORD), a public repository of structured organic reaction records. describe an organic reaction: reactants, conditions, products, and yield The reactants are BrC1=CC2=C(SC(=C2C2=CC=CC=C2)C(=O)N)C=C1 (5-bromo-3-phenylbenzo[ b]thiophene-2-carboxamide), P(=O)(Cl)(Cl)Cl (phosphorus oxychloride). Product: BrC1=CC2=C(SC(=C2C2=CC=CC=C2)C#N)C=C1 (5-Bromo-2-cyano-3-phenylbenzo[ b]thiophene). As a reaction SMILES: [Br:1][C:2]1[CH:19]=[CH:18][C:5]2[S:6][C:7]([C:15]([NH2:17])=O)=[C:8]([C:9]3[CH:14]=[CH:13][CH:12]=[CH:11][CH:10]=3)[C:4]=2[CH:3]=1.P(Cl)(Cl)(Cl)=O>>[Br:1][C:2]1[CH:19]=[CH:18][C:5]2[S:6][C:7]([C:15]#[N:17])=[C:8]([C:9]3[CH:14]=[CH:13][CH:12]=[CH:11][CH:10]=3)[C:4]=2[CH:3]=1. Procedure details: Reflux 2.1 g. 5-bromo-3-phenylbenzo[ b]thiophene-2-carboxamide (0.0063 mole) together with 10 ml. of phosphorus oxychloride for 11/2 hours and then carefully pour onto ice water. Filter off the white precipitate. Dry. Recrystallize the title compound from methanol; m.p. 145°-146°. Starting materials: C(C)OC(C(C)(C)C=1C=C2C(=C(NC2=CC1)C1=CC(=CC(=C1)C)C)CCN)=O (2-[3-(2-aminoethyl)-2-(3,5-dimethylphenyl)-1H-indol-5-yl]-2-methylpropionic acid ethyl ester), CS(=O)(=O)NC1=CC=C(C=C1)CCCC=O (4-[4-(methanesulfonamido)phenyl]butyraldehyde). The product is C(C)OC(C(C)(C)C=1C=C2C(=C(NC2=CC1)C1=CC(=CC(=C1)C)C)CCNCCCCC1=CC=C(C=C1)NS(=O)(=O)C)=O (2-(2-(3,5-dimethylphenyl)-3-{2-[4-(4-methanesulfonylamino-phenyl)butylamino]ethyl}-1H-indol-5-yl)-2-methylpropionic acid ethyl ester). Isolated yield 43.0%. RXN SMILES: [CH2:1]([O:3][C:4](=[O:28])[C:5]([C:8]1[CH:9]=[C:10]2[C:14](=[CH:15][CH:16]=1)[NH:13][C:12]([C:17]1[CH:22]=[C:21]([CH3:23])[CH:20]=[C:19]([CH3:24])[CH:18]=1)=[C:11]2[CH2:25][CH2:26][NH2:27])([CH3:7])[CH3:6])[CH3:2].[CH3:29][S:30]([NH:33][C:34]1[CH:39]=[CH:38][C:37]([CH2:40][CH2:41][CH2:42][CH:43]=O)=[CH:36][CH:35]=1)(=[O:32])=[O:31]>>[CH2:1]([O:3][C:4](=[O:28])[C:5]([C:8]1[CH:9]=[C:10]2[C:14](=[CH:15][CH:16]=1)[NH:13][C:12]([C:17]1[CH:18]=[C:19]([CH3:24])[CH:20]=[C:21]([CH3:23])[CH:22]=1)=[C:11]2[CH2:25][CH2:26][NH:27][CH2:43][CH2:42][CH2:41][CH2:40][C:37]1[CH:38]=[CH:39][C:34]([NH:33][S:30]([CH3:29])(=[O:32])=[O:31])=[CH:35][CH:36]=1)([CH3:7])[CH3:6])[CH3:2]. Reported procedure: The reductive amination reaction of 2-[3-(2-aminoethyl)-2-(3,5-dimethylphenyl)-1H-indol-5-yl]-2-methylpropionic acid ethyl ester and 4-[4-(methanesulfonamido)phenyl]butyraldehyde was carried out according to the procedure of Example 14.1 Step B to give the titled compound in 43% yield as a stiff foam; virtually homogenous by TLC in 92.5:7.5 CH2Cl2 --MeOH. 500 MHz 1H NMR (CDCl3) was consistent with the assigned structure. Mass spectrum (PB-NH3 /CI): m/e=604 (M+H). Reactants: O=C(O)c1cc2ccc(Br)cc2s1, [Cu], c1ccc2ncccc2c1. The product is Brc1ccc2ccsc2c1. Reaction SMILES: [Br:11][c:12]1[cH:13][c:14]2[c:15]([cH:16][c:17]([C:19]([OH:20])=[O:21])[s:18]2)[cH:22][cH:23]1.[Cu:24].[cH:1]1[cH:2][c:3]2[c:4]([n:5][cH:6][cH:7][cH:8]2)[cH:9][cH:10]1>>[Br:11][c:12]1[cH:13][c:14]2[c:15]([cH:16][cH:17][s:18]2)[cH:22][cH:23]1. Reactants: [H-].[Na+] (sodium hydride), Cl (hydrochloric acid), COC(=O)C1CC(NC=2C(C1=O)CC=C(C2)Cl)=O (8-chloro--tetrahydro-1-benzazepine-2,5-dione-4-carboxylic acid methyl ester), C(CCC)I (n-butyl iodide). Run in CN(C=O)C (dimethylformamide), CN(C=O)C (dimethyl formamide). Product: COC(=O)C1CC(N(C2=C(C1=O)C=CC(=C2)Cl)CCCC)=O (8-chloro-1-n-butyl-2,3,4,5-tetrahydro-1-benzazepine-2,5-dione-4-carboxylic acid methyl ester). Reaction SMILES: [CH3:1][O:2][C:3]([CH:5]1[C:11](=[O:12])[CH:10]2[CH2:13][CH:14]=[C:15]([Cl:17])[CH:16]=[C:9]2[NH:8][C:7](=[O:18])[CH2:6]1)=[O:4].[H-].[Na+].[CH2:21](I)[CH2:22][CH2:23][CH3:24].Cl>CN(C)C=O>[CH3:1][O:2][C:3]([CH:5]1[C:11](=[O:12])[C:10]2[CH:13]=[CH:14][C:15]([Cl:17])=[CH:16][C:9]=2[N:8]([CH2:21][CH2:22][CH2:23][CH3:24])[C:7](=[O:18])[CH2:6]1)=[O:4] |f:1.2|. Reported procedure: The starting material is prepared as follows: -chloro-2,3,4,5 suspension of 6.0 g of 8-chloro--tetrahydro-1-benzazepine-2,5-dione-4-carboxylic acid methyl ester in 125 ml of dimethyl formamide is added portion-wise to that of 2.1 g of a 57% mineral oil suspension of sodium hydride in 300 ml of dimethylformamide while stirring under argon. After stirring for 3 hours at room temperature 4.6 g of n-butyl iodide are added dropwise and stirring is continued over night at said temperature. The pH of t... Reactants: NC1=C(C=CC(=C1)C(F)(F)F)S (2-amino-4-trifluoromethyl-benzenethiol), C(C)OC(C(=O)OCC)(OCC)OCC (ethyl triethoxyacetate). Run at temperature 110 celsius, time 8 hour. Product: C(C)OC(=O)C=1SC2=C(N1)C=C(C=C2)C(F)(F)F (5-trifluoromethyl-benzothiazole-2-carboxylic acid ethyl ester). Reaction SMILES: [NH2:1][C:2]1[CH:7]=[C:6]([C:8]([F:11])([F:10])[F:9])[CH:5]=[CH:4][C:3]=1[SH:12].[CH2:13]([O:15][C:16](OCC)([O:22]CC)[C:17](OCC)=O)[CH3:14]>>[CH2:13]([O:15][C:16]([C:17]1[S:12][C:3]2[CH:4]=[CH:5][C:6]([C:8]([F:9])([F:10])[F:11])=[CH:7][C:2]=2[N:1]=1)=[O:22])[CH3:14]. Reported procedure: To 2-amino-4-trifluoromethyl-benzenethiol (0.7 g) was added ethyl triethoxyacetate (3 eq). The mixture was stirred at 110° C. overnight. The reaction mixture was cooled and triturated with hexane. Filtration gave 460 mg of 5-trifluoromethyl-benzothiazole-2-carboxylic acid ethyl ester as a white solid. Starting materials: C1COCCN1, CN1CCCC1=O, Nc1cc(F)ccc1[N+](=O)[O-], O. Yields the product Nc1cc(N2CCOCC2)ccc1[N+](=O)[O-]. As a reaction SMILES: [CH2:12]1[CH2:13][O:14][CH2:15][CH2:16][NH:17]1.[CH3:18][N:19]1[CH2:20][CH2:21][CH2:22][C:23]1=[O:24].[F:1][c:2]1[cH:3][cH:4][c:5]([N+:9](=[O:10])[O-:11])[c:6]([NH2:8])[cH:7]1.[OH2:25]>>[c:2]1([N:17]2[CH2:12][CH2:13][O:14][CH2:15][CH2:16]2)[cH:3][cH:4][c:5]([N+:9](=[O:10])[O-:11])[c:6]([NH2:8])[cH:7]1. Starting materials: [N+](=O)([O-])C=1C=NNC1 (4-nitro-1H-pyrazole), FC=1C=C(CCBr)C=CC1 (3-fluorophenethyl bromide), C(=O)([O-])[O-].[K+].[K+] (K2CO3). The reagents and catalysts are [Br-].C(CCC)[N+](CCCC)(CCCC)CCCC (tetrabutylammonium bromide). Solvent: O (H2O), CCOC(=O)C (EtOAc), CC(=O)C (acetone). Run at time 2 hour. Product: FC=1C=C(CCN2N=CC(=C2)[N+](=O)[O-])C=CC1 (1-(3-fluorophenethyl)-4-nitro-1H-pyrazole). Reaction SMILES: [N+:1]([C:4]1[CH:5]=[N:6][NH:7][CH:8]=1)([O-:3])=[O:2].[F:9][C:10]1[CH:11]=[C:12]([CH:16]=[CH:17][CH:18]=1)[CH2:13][CH2:14]Br.C([O-])([O-])=O.[K+].[K+]>CC(C)=O.[Br-].C([N+](CCCC)(CCCC)CCCC)CCC.O.CCOC(C)=O>[F:9][C:10]1[CH:11]=[C:12]([CH:16]=[CH:17][CH:18]=1)[CH2:13][CH2:14][N:6]1[CH:5]=[C:4]([N+:1]([O-:3])=[O:2])[CH:8]=[N:7]1 |f:2.3.4,6.7|. Procedure details: To a solution of 4-nitro-1H-pyrazole (450 mg, 3.86 mmol) in acetone (15 mL), 3-fluorophenethyl bromide (784 mg, 3.86 mmol), K2CO3 (2.68 g, 19.301 mmol) and tetrabutylammonium bromide (120 mg, 0.38 mmol) was added. The white suspension was stirred at rt for 2 h, then the reaction mixture was diluted with H2O and EtOAc. The org. layer was separated and the aq. layer was extracted with EtOAc (1×). The combined org. layers were dried (MgSO4), filtered and the solvent was removed under reduced pressu... Starting materials: C(CCC)C=1NC=C(N1)CO (2-n-Butyl-4-hydroxymethylimidazole), Cl.CO (hydrogen chloride methanol). Run in CO (methanol). Reaction conditions: temperature 50 celsius, time 2 hour. The product is Cl.C(CCC)C=1NC=C(N1)CCl (2-n-butyl-4-chloromethylimidazole hydrochloride). RXN SMILES: [CH2:1]([C:5]1[NH:6][CH:7]=[C:8]([CH2:10]O)[N:9]=1)[CH2:2][CH2:3][CH3:4].[ClH:12].CO>CO>[ClH:12].[CH2:1]([C:5]1[NH:6][CH:7]=[C:8]([CH2:10][Cl:12])[N:9]=1)[CH2:2][CH2:3][CH3:4] |f:1.2,4.5|. Procedure: 2-n-Butyl-4-hydroxymethylimidazole (33.3 g) is dissolved in methanol (50 ml), and thereto is added 18% hydrogen chloride-methanol solution (160 ml), and the mixture is evaporated under reduced pressure to remove the solvent. To the resulting residue is added toluene (150 ml), and thereto is added dropwise thionyl chloride (52 ml) under ice-cooling. The mixture is stirred at 50° C. for two hours, and concentrated to dryness under reduced pressure to give 2-n-butyl-4-chloromethylimidazole hydrochl...